From a dataset of the Open Reaction Database (ORD), a public repository of structured organic reaction records. describe an organic reaction: reactants, conditions, products, and yield Reactants: CC=1SC2=C(N1)C=C(C=C2)O (2-Methyl-benzothiazol-5-ol), C1(=CC=CC=C1)C (Toluene), N(=NC(=O)OC(C)C)C(=O)OC(C)C (Diisopropyl azodicarboxylate), C(C)(C)(C)[C@H]1CC[C@H](CC1)O (cis-4-tert-butylcyclohexanol), C1(=CC=CC=C1)P(C1=CC=CC=C1)C1=CC=CC=C1 (Triphenylphosphine). Product: C(C)(C)(C)C1CCC(CC1)OC=1C=CC2=C(N=C(S2)C)C1 (5-(4-tert-Butyl-cyclohexyloxy)-2-methyl-benzothiazole). Reaction SMILES: [CH3:1][C:2]1[S:3][C:4]2[CH:10]=[CH:9][C:8]([OH:11])=[CH:7][C:5]=2[N:6]=1.[C:12]([C@@H:16]1[CH2:21][CH2:20][C@H:19](O)[CH2:18][CH2:17]1)([CH3:15])([CH3:14])[CH3:13].C1(P(C2C=CC=CC=2)C2C=CC=CC=2)C=CC=CC=1.C1(C)C=CC=CC=1.N(C(OC(C)C)=O)=NC(OC(C)C)=O>>[C:12]([CH:16]1[CH2:21][CH2:20][CH:19]([O:11][C:8]2[CH:9]=[CH:10][C:4]3[S:3][C:2]([CH3:1])=[N:6][C:5]=3[CH:7]=2)[CH2:18][CH2:17]1)([CH3:15])([CH3:14])[CH3:13]. Procedure: 2-Methyl-benzothiazol-5-ol (2.5 g, 0.015 mol), cis-4-tert-butylcyclohexanol (2.84 g, 0.0182 mol), and Triphenylphosphine (4.76 g, 0.0182 mol) were combined in dry Toluene (100 mL, 1 mol) and stirred under nitrogen. Diisopropyl azodicarboxylate (3.6 mL, 0.018 mol) was added dropwise. The reaction was then stirred at RT overnight. Reaction was then concentrated to dryness and then residue was dissolved in DCM and 5 g of SiO2 was added. Solvent was removed under reduced pressure and resulting powde...